From a dataset of the Open Reaction Database (ORD), a public repository of structured organic reaction records. describe an organic reaction: reactants, conditions, products, and yield The reactants are CCOC(=O)CBr, C1CCOC1, NCc1ccc(F)cc1. The product is CCOC(=O)CNCc1ccc(F)cc1. RXN SMILES: [CH2:10]([CH3:11])[O:12][C:13]([CH2:14][Br:15])=[O:16].[CH2:17]1[O:18][CH2:19][CH2:20][CH2:21]1.[F:1][c:2]1[cH:3][cH:4][c:5]([CH2:6][NH2:7])[cH:8][cH:9]1>>[F:1][c:2]1[cH:3][cH:4][c:5]([CH2:6][NH:7][CH2:14][C:13]([O:12][CH2:10][CH3:11])=[O:16])[cH:8][cH:9]1.